Dataset: the Open Reaction Database (ORD), a public repository of structured organic reaction records. Task: describe an organic reaction: reactants, conditions, products, and yield Reactants: C(C1=CC=CC=C1)N1CC(CC1)C(C#N)(C1=CC=CC=C1)C1=CC=CC=C1 (α-(1-benzyl-3-pyrrolidinyl)-α,α-diphenylacetonitrile), N1=CC=CC=C1 (pyridine), ClC(=O)OC1=CC=CC=C1 (phenyl chloroformate). Solvent: C(Cl)Cl (methylene chloride). The product is C(#N)C(C1CN(CC1)C(=O)OC1=CC=CC=C1)(C1=CC=CC=C1)C1=CC=CC=C1 (3-(Cyanodiphenylmethyl)-1-pyrrolidinecarboxylic acid, phenyl ester). The yield is 46.3%. As a reaction SMILES: C([N:8]1[CH2:12][CH2:11][CH:10]([C:13]([C:22]2[CH:27]=[CH:26][CH:25]=[CH:24][CH:23]=2)([C:16]2[CH:21]=[CH:20][CH:19]=[CH:18][CH:17]=2)[C:14]#[N:15])[CH2:9]1)C1C=CC=CC=1.N1C=CC=CC=1.Cl[C:35]([O:37][C:38]1[CH:43]=[CH:42][CH:41]=[CH:40][CH:39]=1)=[O:36]>C(Cl)Cl>[C:14]([C:13]([C:22]1[CH:27]=[CH:26][CH:25]=[CH:24][CH:23]=1)([C:16]1[CH:17]=[CH:18][CH:19]=[CH:20][CH:21]=1)[CH:10]1[CH2:11][CH2:12][N:8]([C:35]([O:37][C:38]2[CH:43]=[CH:42][CH:41]=[CH:40][CH:39]=2)=[O:36])[CH2:9]1)#[N:15]. Procedure: To a solution of 47 g (0.13 mole) of α-(1-benzyl-3-pyrrolidinyl)-α,α-diphenylacetonitrile and 10.58 g (0.13 mole) of pyridine in 400 ml of methylene chloride was added, dropwise at 0° C., 62.7 g (0.39 mole) of phenyl chloroformate. The reaction mixture was refluxed for 16 hr. The mixture was cooled and washed 3 times with water and twice with dilute sodium hydroxide solution. The methylene chloride layer was then dried, filtered and concentrated in vacuo. The resulting solid was recrystallized t... The reactants are CC(=O)OC1CC2CN(C(=O)OC(C)(C)C)CC(C(c3ccccc3)c3ccccc3)N2C1, C[O-], CO, [Na+], O. The product is CC(C)(C)OC(=O)N1CC2CC(O)CN2C(C(c2ccccc2)c2ccccc2)C1. As a reaction SMILES: [C:4](=[O:5])([CH3:6])[O:7][CH:8]1[CH2:9][CH:10]2[N:11]([CH:12]([CH:23]([c:24]3[cH:25][cH:26][cH:27][cH:28][cH:29]3)[c:30]3[cH:31][cH:32][cH:33][cH:34][cH:35]3)[CH2:13][N:14]([C:16](=[O:17])[O:18][C:19]([CH3:20])([CH3:21])[CH3:22])[CH2:15]2)[CH2:36]1.[CH3:1][O-:2].[CH3:38][OH:39].[Na+:3].[OH2:37]>>[OH:7][CH:8]1[CH2:9][CH:10]2[N:11]([CH:12]([CH:23]([c:24]3[cH:25][cH:26][cH:27][cH:28][cH:29]3)[c:30]3[cH:31][cH:32][cH:33][cH:34][cH:35]3)[CH2:13][N:14]([C:16](=[O:17])[O:18][C:19]([CH3:20])([CH3:21])[CH3:22])[CH2:15]2)[CH2:36]1. Starting materials: C1(=CC=CC=C1)N(N)C(C1=CC=C(C=C1)[N+](=O)[O-])=O (p-nitrobenzoic acid phenylhydrazide), C1(=CC=CC=C1)O (phenol), ice, ClP(=O)(Cl)N(N=C(C1=CC=C(C=C1)[N+](=O)[O-])Cl)C1=CC=CC=C1 (p-nitrobenzoyl chloride (dichlorophosphinyl)phenylhydrazone), P(Cl)(Cl)(Cl)(Cl)Cl (phosphorus pentachloride), Cl (hydrogen chloride), C1(=CC=CC=C1)O (phenol). Run in C(Cl)(Cl)(Cl)Cl (carbon tetrachloride), C(Cl)(Cl)(Cl)Cl (carbon tetrachloride). Conditions: temperature 25 celsius. The product is C1(=CC=CC=C1)NN=C(C1=CC=C(C=C1)[N+](=O)[O-])Cl (p-nitrobenzoyl chloride phenylhydrazone). As a reaction SMILES: C1(N(C(=O)C2C=CC([N+]([O-])=O)=CC=2)N)C=CC=CC=1.P(Cl)(Cl)(Cl)(Cl)Cl.Cl.C1(O)C=CC=CC=1.ClP([N:38]([C:51]1[CH:56]=[CH:55][CH:54]=[CH:53][CH:52]=1)[N:39]=[C:40]([Cl:50])[C:41]1[CH:46]=[CH:45][C:44]([N+:47]([O-:49])=[O:48])=[CH:43][CH:42]=1)(Cl)=O>C(Cl)(Cl)(Cl)Cl>[C:51]1([NH:38][N:39]=[C:40]([Cl:50])[C:41]2[CH:46]=[CH:45][C:44]([N+:47]([O-:49])=[O:48])=[CH:43][CH:42]=2)[CH:52]=[CH:53][CH:54]=[CH:55][CH:56]=1. Reported procedure: A quantity (12.86 g., 0.05 mole) of p-nitrobenzoic acid phenylhydrazide, prepared according to the method described by J. Hausknecht, Chem. Ber. 22, p. 324 (1889), was added to a suspension of 10.41 g. (0.05 mole) phosphorus pentachloride in 75 ml. carbon tetrachloride, and the resulting suspension was heated to the reflux temperature. Heating at the reflux temperature was continued until evolution of hydrogen chloride gas ceased. After cooling the reaction mixture to about 25° C., it was poured... The reactants are ClCC1=NC(=NO1)C=1N=CN2C1CN(C(C1=C2C=CC=C1)=O)C (3-(5-chloromethyl-1,2,4-oxadiazol-3-yl)-5-methyl-5,6-dihydro-4H-imidazo[1,5-a][1,4]benzodiazepin-6-one), N1CCCCC1 (piperidine). Solvent: CN(C=O)C (N,N-dimethylformamide). Product: CN1CC=2N(C3=C(C1=O)C=CC=C3)C=NC2C2=NOC(=N2)CN2CCCCC2 (5-methyl-3-[5-(piperidin-1-yl)methyl-1,2,4-oxadiazol-3-yl]-5,6-dihydro-4H-imidazo[1,5-a][1,4]benzodiazepin-6-one). The yield is 74.0%. As a reaction SMILES: Cl[CH2:2][C:3]1[O:7][N:6]=[C:5]([C:8]2[N:9]=[CH:10][N:11]3[C:17]4[CH:18]=[CH:19][CH:20]=[CH:21][C:16]=4[C:15](=[O:22])[N:14]([CH3:23])[CH2:13][C:12]=23)[N:4]=1.[NH:24]1[CH2:29][CH2:28][CH2:27][CH2:26][CH2:25]1>CN(C)C=O>[CH3:23][N:14]1[C:15](=[O:22])[C:16]2[CH:21]=[CH:20][CH:19]=[CH:18][C:17]=2[N:11]2[CH:10]=[N:9][C:8]([C:5]3[N:4]=[C:3]([CH2:2][N:24]4[CH2:29][CH2:28][CH2:27][CH2:26][CH2:25]4)[O:7][N:6]=3)=[C:12]2[CH2:13]1. Procedure: 1.15 g (3.5 mmol) of 3-(5-chloromethyl-1,2,4-oxadiazol-3-yl)-5-methyl-5,6-dihydro-4H-imidazo[1,5-a][1,4]benzodiazepin-6-one were stirred at room temperature for 1 hour with 1 g (11.7 mmol) of piperidine and 10 ml of N,N-dimethylformamide. By evaporation of the reaction mixture and chromatography of the residue on silica gel while eluting with ethyl acetate/ethanol 9/1 there was obtained 0.98 g (74%) of 5-methyl-3-[5-(piperidin-1-yl)methyl-1,2,4-oxadiazol-3-yl]-5,6-dihydro-4H-imidazo[1,5-a][1,4]b... Reactants: C(C1=CC=CC=C1)N(C)CCCOC1=CC=C(C(=O)N2CCC(CC2)N2C(=O)CCC3=CC=CC=C23)C=C1 (1-[1-{4-[3-(N-benzyl-N-methylamino)propoxy]benzoyl}-4-piperidinyl]-3,4-dihydrocarbostyril), C(=O)[O-].[NH4+] (ammonium formate). Reagents/catalysts: [C].[Pd] (palladium-carbon). Run in C(C)O (ethanol). The product is CNCCCOC1=CC=C(C(=O)N2CCC(CC2)N2C(=O)CCC3=CC=CC=C23)C=C1 (1-[1-{4-[3-(N-methylamino)propoxy]benzoyl}-4-piperidinyl]-3,4-dihydrocarbostyril). Yield: 100.1%. As a reaction SMILES: [CH2:1]([N:8]([CH2:10][CH2:11][CH2:12][O:13][C:14]1[CH:38]=[CH:37][C:17]([C:18]([N:20]2[CH2:25][CH2:24][CH:23]([N:26]3[C:36]4[C:31](=[CH:32][CH:33]=[CH:34][CH:35]=4)[CH2:30][CH2:29][C:27]3=[O:28])[CH2:22][CH2:21]2)=[O:19])=[CH:16][CH:15]=1)C)C1C=CC=CC=1.C([O-])=O.[NH4+]>[C].[Pd].C(O)C>[CH3:1][NH:8][CH2:10][CH2:11][CH2:12][O:13][C:14]1[CH:38]=[CH:37][C:17]([C:18]([N:20]2[CH2:25][CH2:24][CH:23]([N:26]3[C:36]4[C:31](=[CH:32][CH:33]=[CH:34][CH:35]=4)[CH2:30][CH2:29][C:27]3=[O:28])[CH2:22][CH2:21]2)=[O:19])=[CH:16][CH:15]=1 |f:1.2,3.4|. Reported procedure: A mixture of 1-[1-{4-[3-(N-benzyl-N-methylamino)propoxy]benzoyl}-4-piperidinyl]-3,4-dihydrocarbostyril (5.3 g), 5% palladium-carbon (0.8 g), ammonium formate (2.6 g) and ethanol (300 ml) is refluxed with heating for 2 hours. The catalyst is filtered off and ethanol is distilled off under reduced pressure. To the residue is added chloroform and the mixture is washed successively with saturated sodium hydrogen carbonate, water and saline solution. Further the mixture is dried with sodium sulfate a... Reactants: C[Si](C)(C)[N-][Si](C)(C)C.[Li+] (lithium bis(trimethylsilyl)amide), FC1=CC=C(C=C1)[C@H]1CCC(O1)=O ((R)-5-(4-fluorophenyl)dihydrofuran-2(3H)-one), [NH4+].[Cl-] (NH4Cl), BrCC=CC (1-bromo-but-2-ene). The solvent is C1CCOC1 (THF), C1CCOC1 (THF), CN(C)P(=O)(N(C)C)N(C)C (HMPA), C1CCOC1 (THF). Run at temperature -70 celsius, time 20 minute. The product is C(\C=C\C)[C@@H]1C(O[C@H](C1)C1=CC=C(C=C1)F)=O ((3S,5R)-3-((E)-but-2-enyl)-5-(4-fluorophenyl)dihydrofuran-2(3H)-one). RXN SMILES: C[Si]([N-][Si](C)(C)C)(C)C.[Li+].[F:11][C:12]1[CH:17]=[CH:16][C:15]([C@@H:18]2[O:22][C:21](=[O:23])[CH2:20][CH2:19]2)=[CH:14][CH:13]=1.Br[CH2:25][CH:26]=[CH:27][CH3:28].[NH4+].[Cl-]>C1COCC1.CN(P(N(C)C)(N(C)C)=O)C>[CH2:25]([C@H:20]1[CH2:19][C@H:18]([C:15]2[CH:14]=[CH:13][C:12]([F:11])=[CH:17][CH:16]=2)[O:22][C:21]1=[O:23])/[CH:26]=[CH:27]/[CH3:28] |f:0.1,4.5|. Reported procedure: To the solution of lithium bis(trimethylsilyl)amide (2.4 mL, 2.4 mmol, 1M in THF) in anhydrous 20 mL THF at −70° C. was slowly added over 15 minutes (R)-5-(4-fluorophenyl)dihydrofuran-2(3H)-one (360 mg, 2.0 mmol) as a solution in 1.0 mL THF. The reaction mixture was stirred for 20 min at −70° C. and then for 10 min at room temperature. The mixture was cooled to −70° C. and to it was slowly added a pre-cooled solution of 1-bromo-but-2-ene (324 mg, 2.4 mmol) in 400 μl HMPA an 100 μL of THF. The re... Reactants: ClC=1C=CC2=C(SC(=C2S(=O)(=O)Cl)C(=O)Cl)C1 (6-chloro-2-chlorocarbonyl-benzo-[b]-thiophene-3-sulfonic acid chloride), CO (methanol). Run in C(Cl)(Cl)Cl (chloroform). The product is ClC=1C=CC2=C(SC(=C2S(=O)(=O)Cl)C(=O)OC)C1 (6-Chloro-2-methoxycarbonyl-benzo-[b]-thiophene-3-sulfonic acid chloride). Reaction SMILES: [Cl:1][C:2]1[CH:3]=[CH:4][C:5]2[C:9]([S:10]([Cl:13])(=[O:12])=[O:11])=[C:8]([C:14](Cl)=[O:15])[S:7][C:6]=2[CH:17]=1.[CH3:18][OH:19]>C(Cl)(Cl)Cl>[Cl:1][C:2]1[CH:3]=[CH:4][C:5]2[C:9]([S:10]([Cl:13])(=[O:12])=[O:11])=[C:8]([C:14]([O:19][CH3:18])=[O:15])[S:7][C:6]=2[CH:17]=1. Procedure: Prepared analogous to Example 1(c) from 6-chloro-2-chlorocarbonyl-benzo-[b]-thiophene-3-sulfonic acid chloride and methanol in the presence of chloroform. The reactants are N1C(=NC=C1)CC=1C=C2C=CC(=CC2=CC1)C(=O)OC (methyl 6-(1-imidazolylmethyl)-2-naphthoate), [Li] (lithium). The solvent is O1CCCC1 (tetrahydrofuran), O1CCCC1 (tetrahydrofuran). Reaction conditions: time 8 hour. The product is N1C(=NC=C1)CC=1C=C2C=CC(=CC2=CC1)CO (6-(1-imidazolylmethyl)-2-naphthylmethanol). Isolated yield 72.7%. RXN SMILES: [NH:1]1[CH:5]=[CH:4][N:3]=[C:2]1[CH2:6][C:7]1[CH:8]=[C:9]2[C:14](=[CH:15][CH:16]=1)[CH:13]=[C:12]([C:17](OC)=[O:18])[CH:11]=[CH:10]2.[Li]>O1CCCC1>[NH:1]1[CH:5]=[CH:4][N:3]=[C:2]1[CH2:6][C:7]1[CH:8]=[C:9]2[C:14](=[CH:15][CH:16]=1)[CH:13]=[C:12]([CH2:17][OH:18])[CH:11]=[CH:10]2 |^1:20|. Procedure: 0.2 g (0.75 mmol) of methyl 6-(1-imidazolylmethyl)-2-naphthoate in 5 ml of absolute tetrahydrofuran are added dropwise to 28.5 mg (0.75 mmol) of lithium alanate in 1 ml of absolute tetrahydrofuran. The mixture is allowed to stand at room temperature overnight. Excess lithium alanate is destroyed by addition of 2N HCl. After neutralization with sodium bicarbonate, the mixture is extracted with ethyl acetate, and the ethyl acetate phase is dried and evaporated in vacuo. 0.13 g (73%) of 6-(1-imidaz... The reactants are CCCCCCC(C)=O, Nc1ccccc1-c1[nH]ncc1[N+](=O)[O-]. Yields the product CCCCCCC1(C)Nc2ccccc2-c2c([N+](=O)[O-])cnn21. As a reaction SMILES: [CH3:16][C:17](=[O:18])[CH2:19][CH2:20][CH2:21][CH2:22][CH2:23][CH3:24].[NH2:1][c:2]1[c:3](-[c:8]2[c:9]([N+:13](=[O:14])[O-:15])[cH:10][n:11][nH:12]2)[cH:4][cH:5][cH:6][cH:7]1>>[NH:1]1[c:2]2[c:3]([cH:4][cH:5][cH:6][cH:7]2)-[c:8]2[c:9]([N+:13](=[O:14])[O-:15])[cH:10][n:11][n:12]2[C:17]1([CH3:16])[CH2:19][CH2:20][CH2:21][CH2:22][CH2:23][CH3:24].